This data is from the Open Reaction Database (ORD), a public repository of structured organic reaction records. The task is: describe an organic reaction: reactants, conditions, products, and yield Reactants: [BH4-], CO, COc1ccc(C=O)cc1OC1CCCC1, [Na+]. Yields the product COc1ccc(CO)cc1OC1CCCC1. Reaction SMILES: [BH4-:17].[CH3:19][OH:20].[CH:1]1([O:6][c:7]2[cH:8][c:9]([CH:10]=[O:11])[cH:12][cH:13][c:14]2[O:15][CH3:16])[CH2:2][CH2:3][CH2:4][CH2:5]1.[Na+:18]>>[CH:1]1([O:6][c:7]2[cH:8][c:9]([CH2:10][OH:11])[cH:12][cH:13][c:14]2[O:15][CH3:16])[CH2:2][CH2:3][CH2:4][CH2:5]1. The yield is 108.7%. Yields the product C(C)(=O)O[C@H]1[C@@H](O[C@@H]([C@H]([C@@H]1OC(C)=O)OC(C)=O)COC(C)=O)C1=CC(=C(C=C1)Cl)CC=1SC(=CC1)C1=CC=C(C=C1)NS(=O)(=O)C (1-(2,3,4,6-tetra-O-acetyl-β-D-glucopyranosyl)-4-chloro-3-(5-(4-methylsulfonylaminophenyl)-2-thienylmethyl)benzene). The solvent is ClCCl (dichloromethane). Conditions: time 3.5 hour. Reported procedure: 1-(2,3,4,6-Tetra-O-acetyl-β-D-glucopyranosyl)-3-(5-(4-aminophenyl)-2-thienylmethyl)-4-chlorobenzene (126 mg) obtained in Example 197-(1) was dissolved in dichloromethane (3 ml) and added thereto were methanesulfonyl chloride (48 mg) and pyridine (48 mg). The mixture was stirred at room temperature for 3.5 hours. To the mixture was added 2N hydrochloric acid aqueous solution at 0° C. and extracted with ethyl acetate. The organic layer was washed with water, aqueous sodium hydrogen carbonate solut... Starting materials: Cl (hydrochloric acid), C(C)(=O)O[C@H]1[C@@H](O[C@@H]([C@H]([C@@H]1OC(C)=O)OC(C)=O)COC(C)=O)C1=CC(=C(C=C1)Cl)CC=1SC(=CC1)C1=CC=C(C=C1)N (1-(2,3,4,6-Tetra-O-acetyl-β-D-glucopyranosyl)-3-(5-(4-aminophenyl)-2-thienylmethyl)-4-chlorobenzene), N1=CC=CC=C1 (pyridine), CS(=O)(=O)Cl (methanesulfonyl chloride). RXN SMILES: [C:1]([O:4][C@@H:5]1[C@@H:10]([O:11][C:12](=[O:14])[CH3:13])[C@H:9]([O:15][C:16](=[O:18])[CH3:17])[C@@H:8]([CH2:19][O:20][C:21](=[O:23])[CH3:22])[O:7][C@H:6]1[C:24]1[CH:29]=[CH:28][C:27]([Cl:30])=[C:26]([CH2:31][C:32]2[S:33][C:34]([C:37]3[CH:42]=[CH:41][C:40]([NH2:43])=[CH:39][CH:38]=3)=[CH:35][CH:36]=2)[CH:25]=1)(=[O:3])[CH3:2].[CH3:44][S:45](Cl)(=[O:47])=[O:46].N1C=CC=CC=1.Cl>ClCCl>[C:1]([O:4][C@@H:5]1[C@@H:10]([O:11][C:12](=[O:14])[CH3:13])[C@H:9]([O:15][C:16](=[O:18])[CH3:17])[C@@H:8]([CH2:19][O:20][C:21](=[O:23])[CH3:22])[O:7][C@H:6]1[C:24]1[CH:29]=[CH:28][C:27]([Cl:30])=[C:26]([CH2:31][C:32]2[S:33][C:34]([C:37]3[CH:38]=[CH:39][C:40]([NH:43][S:45]([CH3:44])(=[O:47])=[O:46])=[CH:41][CH:42]=3)=[CH:35][CH:36]=2)[CH:25]=1)(=[O:3])[CH3:2].